From a dataset of the Open Reaction Database (ORD), a public repository of structured organic reaction records. describe an organic reaction: reactants, conditions, products, and yield The reactants are P(=O)(OCC)(OCC)[O-] (diethyl phosphate), Na, C1=CC=CC=C1 (benzene), ClC1=CC=NC=C1 (4-chloropyridine), C1=CC=CC=C1 (benzene). Run at temperature 90 celsius. Product: N1=CC=C(C=C1)CP(OCC)(OCC)=O (diethyl pyridin-4-ylmethylphosphonate). Reaction SMILES: [P:1]([O-:9])([O:6][CH2:7][CH3:8])([O:3][CH2:4][CH3:5])=O.Cl[C:11]1[CH:16]=[CH:15][N:14]=[CH:13][CH:12]=1.[CH:17]1C=CC=CC=1>>[N:14]1[CH:15]=[CH:16][C:11]([CH2:17][P:1](=[O:9])([O:3][CH2:4][CH3:5])[O:6][CH2:7][CH3:8])=[CH:12][CH:13]=1. Reported procedure: To a suspension of 4-chloropyridine hydrochloride (3.28 g, 20 mmol) in benzene (50 mL) was added 40% NaOH (1.35 mL). The resulting mixture was sonicated for 10 min and filtered. The residue was treated with additional benzene (15 mL), sonicated and filtered. The combined benzene layers were dried (Na2SO4) to give a solution of 4-chloropyridine which was used without further characterization (vida infra). A solution of diethyl phosphate (3.03 g, 22 mmol) in benzene (35 mL) was treated with freshl... Reactants: C(=O)=O (CO2), stainless steel, [K] (potassium), CO (methanol), CO (methanol). The reagents and catalysts are [Cu].[Cr](=O)([O-])[O-] (copper chromite). Solvent: O (H2O). Yields the product C(=O)=O (CO2), C(=O)OC (methyl formate), COC (dimethyl ether). The yield is 0.0%. As a reaction SMILES: [C:1](=[O:3])=[O:2].[K].[CH3:5][OH:6]>[Cu].[Cr]([O-])([O-])=O.O>[C:1](=[O:3])=[O:2].[CH:5]([O:2][CH3:1])=[O:6].[CH3:5][O:3][CH3:1] |f:3.4,^1:3|. Procedure details: Synthesis gas having an inlet composition of 66.6% H2, 33.3% CO and 0.1% CO2 was fed to a 300 cc. stainless steel autoclave charged with 3 gms. of activated 10% potassium promoted copper-chromite (containing 31.1% copper and 29% chromium) and 150 cc. methanol. The catalyst was added as a powder. It was then reduced in situ using a stream of pure H2 flowing at 25 cc/min. for 16 hours at 170° C. The reactor was pressurized to 910 psig. and the temperature was adjusted to 150° C. Synthesis gas at a... Starting materials: ClC=1OC(=C(N1)C1=CC=C(C=C1)Cl)CCCOC1=C(C=CC=C1)OC (2-chloro-4-(4-chlorophenyl)-5-[3-(2-methoxyphenoxy)propyl]oxazole), CNC (dimethylamine), CC(CC)=O (2-butanone). Solvent: C(C)(=O)OCC.CCCCCC (ethyl acetate hexane). Yields the product ClC1=CC=C(C=C1)C=1N=C(OC1CCCOC1=C(C=CC=C1)OC)N(C)C (4-(4-chlorophenyl)-2-dimethylamino-5-[3-(2-methoxyphenoxy)propyl]oxazole), oil. The yield is 90.0%. As a reaction SMILES: Cl[C:2]1[O:3][C:4]([CH2:14][CH2:15][CH2:16][O:17][C:18]2[CH:23]=[CH:22][CH:21]=[CH:20][C:19]=2[O:24][CH3:25])=[C:5]([C:7]2[CH:12]=[CH:11][C:10]([Cl:13])=[CH:9][CH:8]=2)[N:6]=1.[CH3:26][NH:27][CH3:28].CC(=O)CC>C(OCC)(=O)C.CCCCCC>[Cl:13][C:10]1[CH:11]=[CH:12][C:7]([C:5]2[N:6]=[C:2]([N:27]([CH3:28])[CH3:26])[O:3][C:4]=2[CH2:14][CH2:15][CH2:16][O:17][C:18]2[CH:23]=[CH:22][CH:21]=[CH:20][C:19]=2[O:24][CH3:25])=[CH:8][CH:9]=1 |f:3.4|. Procedure details: A mixture of 2-chloro-4-(4-chlorophenyl)-5-[3-(2-methoxyphenoxy)propyl]oxazole (378 mg), an aqueous solution of dimethylamine (50%, 1.0 ml) and 2-butanone (10 ml) was stirred with heating under reflux for 12 hours. The reaction mixture was concentrated, the residue obtained was subjected to silica gel column chromatography, and 4-(4-chlorophenyl)-2-dimethylamino-5-[3-(2-methoxyphenoxy)propyl]oxazole was obtained as an oil (348 mg, 90%) from an ethyl acetate-hexane (1:4, v/v)-eluted fraction. Cry...